Dataset: the Open Reaction Database (ORD), a public repository of structured organic reaction records. Task: describe an organic reaction: reactants, conditions, products, and yield The reactants are CC#N, O=C(CCl)N1CCc2ccccc21, Clc1ccc(CN2CCNCC2)cc1, [K+], [K+], O=C([O-])[O-]. Product: O=C(CN1CCN(Cc2ccc(Cl)cc2)CC1)N1CCc2ccccc21. RXN SMILES: [CH3:34][C:35]#[N:36].[Cl:15][CH2:16][C:17](=[O:18])[N:19]1[CH2:20][CH2:21][c:22]2[cH:23][cH:24][cH:25][cH:26][c:27]21.[Cl:1][c:2]1[cH:3][cH:4][c:5]([CH2:6][N:7]2[CH2:8][CH2:9][NH:10][CH2:11][CH2:12]2)[cH:13][cH:14]1.[K+:28].[K+:29].[O-:30][C:31]([O-:32])=[O:33]>>[Cl:1][c:2]1[cH:3][cH:4][c:5]([CH2:6][N:7]2[CH2:8][CH2:9][N:10]([CH2:16][C:17](=[O:18])[N:19]3[CH2:20][CH2:21][c:22]4[cH:23][cH:24][cH:25][cH:26][c:27]43)[CH2:11][CH2:12]2)[cH:13][cH:14]1. Reactants: C1CCOC1, CC(C)[Si](OCc1cncc(C(C)(C)F)c1)(C(C)C)C(C)C, F. Yields the product CC(C)(F)c1cncc(CO)c1. Reaction SMILES: [CH2:24]1[O:25][CH2:26][CH2:27][CH2:28]1.[F:1][C:2]([CH3:3])([CH3:4])[c:5]1[cH:6][n:7][cH:8][c:9]([CH2:11][O:12][Si:13]([CH:14]([CH3:15])[CH3:16])([CH:17]([CH3:18])[CH3:19])[CH:20]([CH3:21])[CH3:22])[cH:10]1.[FH:23]>>[F:1][C:2]([CH3:3])([CH3:4])[c:5]1[cH:6][n:7][cH:8][c:9]([CH2:11][OH:12])[cH:10]1. Starting materials: C(C)OC(CC1=CC(=C(C=C1)OC)B1OC(C(O1)(C)C)(C)C)=O ([4-methoxy-3-(4,4,5,5-tetramethyl-[1,3,2]dioxaborolan-2-yl)-phenyl]-acetic acid ethyl ester), BrC1=C(C=O)C=C(C=C1)C(F)(F)F (2-bromo-5-(trifluoromethyl)benzaldehyde), C([O-])([O-])=O.[K+].[K+] (potassium carbonate), N#N (N2). Reagents/catalysts: C=1C=CC(=CC1)[P](C=2C=CC=CC2)(C=3C=CC=CC3)[Pd]([P](C=4C=CC=CC4)(C=5C=CC=CC5)C=6C=CC=CC6)([P](C=7C=CC=CC7)(C=8C=CC=CC8)C=9C=CC=CC9)[P](C=1C=CC=CC1)(C=1C=CC=CC1)C=1C=CC=CC1 (Tetrakis(triphenylphosphine)palladium(0)). Solvent: O (H2O), COCCOC (DME). Conditions: temperature 85 celsius, time 8 hour. Yields the product C(C)OC(CC=1C=C(C(=CC1)OC)C1=C(C=C(C=C1)C(F)(F)F)C=O)=O ((2′-Formyl-6-methoxy-4′-trifluoromethyl-biphenyl-3-yl)-acetic acid ethyl ester). RXN SMILES: [CH2:1]([O:3][C:4](=[O:23])[CH2:5][C:6]1[CH:11]=[CH:10][C:9]([O:12][CH3:13])=[C:8](B2OC(C)(C)C(C)(C)O2)[CH:7]=1)[CH3:2].Br[C:25]1[CH:32]=[CH:31][C:30]([C:33]([F:36])([F:35])[F:34])=[CH:29][C:26]=1[CH:27]=[O:28].C(=O)([O-])[O-].[K+].[K+].N#N>C1C=CC([P]([Pd]([P](C2C=CC=CC=2)(C2C=CC=CC=2)C2C=CC=CC=2)([P](C2C=CC=CC=2)(C2C=CC=CC=2)C2C=CC=CC=2)[P](C2C=CC=CC=2)(C2C=CC=CC=2)C2C=CC=CC=2)(C2C=CC=CC=2)C2C=CC=CC=2)=CC=1.O.COCCOC>[CH2:1]([O:3][C:4](=[O:23])[CH2:5][C:6]1[CH:7]=[C:8]([C:25]2[CH:32]=[CH:31][C:30]([C:33]([F:36])([F:35])[F:34])=[CH:29][C:26]=2[CH:27]=[O:28])[C:9]([O:12][CH3:13])=[CH:10][CH:11]=1)[CH3:2] |f:2.3.4,^1:48,50,69,88|. Procedure: A solution of [4-methoxy-3-(4,4,5,5-tetramethyl-[1,3,2]dioxaborolan-2-yl)-phenyl]-acetic acid ethyl ester (1.38 g, 4.32 mmol), 2-bromo-5-(trifluoromethyl)benzaldehyde (1.09 g, 4.32 mmol), and potassium carbonate (1.49 g, 10.8 mmol) in 2:1 DME:H2O was purged with N2 for 15 minutes. Tetrakis(triphenylphosphine)palladium(0) (0.499 g, 0.43 mmol) was added, and the reaction was purged with N2 for another 10 minutes, and then stirred at 85° C. overnight. The mixture was partitioned between EtOAc and H... The product is O1CCC=2C1=C(N=CC2)N2CCN(CC2)CC[C@@H]2CC[C@H](CC2)NC(CC2(CCC2)O)=O (trans-N-(4-{2-[4-(2,3-Dihydro-furo[2,3-c]pyridin-7-yl)-piperazin-1-yl]-ethyl}-cyclohexyl)-2-(1-hydroxy-cyclobutyl)-acetamide). The reactants are solid, Cl.Cl.Cl.O1CCC=2C1=C(N=CC2)N2CCN(CC2)CC[C@@H]2CC[C@H](CC2)N (trans-4-{2-[4-(2,3-dihydro-furo[2,3-c]pyridin-7-yl)-piperazin-1-yl]-ethyl}-cyclohexylamine trihydrochloride), Cl.Cl.Cl.O1CCC=2C1=C(N=CC2)N2CCN(CC2)CC[C@@H]2CC[C@H](CC2)N (trans-4-{2-[4-(2,3-dihydro-furo[2,3-c]pyridin-7-yl)-piperazin-1-yl]-ethyl}-cyclohexylamine trihydrochloride), OC1(CCC1)CC(=O)O (2-(1-hydroxy-cyclobutyl)-acetic acid). RXN SMILES: Cl.Cl.Cl.[O:4]1[C:8]2=[C:9]([N:13]3[CH2:18][CH2:17][N:16]([CH2:19][CH2:20][C@H:21]4[CH2:26][CH2:25][C@H:24]([NH2:27])[CH2:23][CH2:22]4)[CH2:15][CH2:14]3)[N:10]=[CH:11][CH:12]=[C:7]2[CH2:6][CH2:5]1.[OH:28][C:29]1([CH2:33][C:34](O)=[O:35])[CH2:32][CH2:31][CH2:30]1>>[O:4]1[C:8]2=[C:9]([N:13]3[CH2:18][CH2:17][N:16]([CH2:19][CH2:20][C@H:21]4[CH2:26][CH2:25][C@H:24]([NH:27][C:34](=[O:35])[CH2:33][C:29]5([OH:28])[CH2:32][CH2:31][CH2:30]5)[CH2:23][CH2:22]4)[CH2:15][CH2:14]3)[N:10]=[CH:11][CH:12]=[C:7]2[CH2:6][CH2:5]1 |f:0.1.2.3|. Reported procedure: The title compound, white solid (62 mg, 56%), MS (ISP) m/z=443.5 [(M+H)+], mp 155° C., was prepared in accordance with the general method of example 5 from trans-4-{2-[4-(2,3-dihydro-furo[2,3-c]pyridin-7-yl)-piperazin-1-yl]-ethyl}-cyclohexylamine trihydrochloride (intermediate B) (110 mg, 0.25 mmol) and 2-(1-hydroxy-cyclobutyl)-acetic acid. The reactants are COCCOC, OB(O)c1ccccc1OCc1ccccc1, Clc1cc(Cl)ncn1, [Na+], O=C([O-])O, O, Cl[Pd]Cl, c1ccc(P(c2ccccc2)c2ccccc2)cc1, c1ccc(P(c2ccccc2)c2ccccc2)cc1. Yields the product Clc1cc(-c2ccccc2OCc2ccccc2)ncn1. Reaction SMILES: [CH2:26]([CH2:27][O:28][CH3:29])[O:30][CH3:31].[CH2:9]([c:10]1[cH:11][cH:12][cH:13][cH:14][cH:15]1)[O:16][c:17]1[c:18]([B:23]([OH:24])[OH:25])[cH:19][cH:20][cH:21][cH:22]1.[Cl:1][c:2]1[n:3][cH:4][n:5][c:6]([Cl:8])[cH:7]1.[Na+:36].[O-:32][C:33]([OH:34])=[O:35].[OH2:78].[Pd:37]([Cl:38])[Cl:39].[c:40]1([P:41]([c:42]2[cH:43][cH:44][cH:45][cH:46][cH:47]2)[c:48]2[cH:49][cH:50][cH:51][cH:52][cH:53]2)[cH:54][cH:55][cH:56][cH:57][cH:58]1.[c:59]1([P:60]([c:61]2[cH:62][cH:63][cH:64][cH:65][cH:66]2)[c:67]2[cH:68][cH:69][cH:70][cH:71][cH:72]2)[cH:73][cH:74][cH:75][cH:76][cH:77]1>>[Cl:1][c:2]1[n:3][cH:4][n:5][c:6](-[c:18]2[c:17]([O:16][CH2:9][c:10]3[cH:11][cH:12][cH:13][cH:14][cH:15]3)[cH:22][cH:21][cH:20][cH:19]2)[cH:7]1.